Dataset: the Open Reaction Database (ORD), a public repository of structured organic reaction records. Task: describe an organic reaction: reactants, conditions, products, and yield Reactants: C([O-])(O)=O.[Na+] (Sodium bicarbonate), C(=S)(Cl)Cl (thiophosgene), ClC1=C(C(=CC(=C1)C1CC1)C)N (2-chloro-4-cyclopropyl-6-methylbenzenamine). Solvent: ClCCl (dichloromethane). Run at time 1 hour. Product: ClC1=C(C(=CC(=C1)C1CC1)C)N=C=S (1-chloro-5-cyclopropyl-2-isothiocyanato-3-methylbenzene). The yield is 97.2%. As a reaction SMILES: [Cl:1][C:2]1[CH:7]=[C:6]([CH:8]2[CH2:10][CH2:9]2)[CH:5]=[C:4]([CH3:11])[C:3]=1[NH2:12].C(=O)(O)[O-].[Na+].[C:18](Cl)(Cl)=[S:19]>ClCCl>[Cl:1][C:2]1[CH:7]=[C:6]([CH:8]2[CH2:9][CH2:10]2)[CH:5]=[C:4]([CH3:11])[C:3]=1[N:12]=[C:18]=[S:19] |f:1.2|. Procedure: Compound 2 (775 mg, 4.3 mmol) was dissolved in 9 mL of dichloromethane. Sodium bicarbonate (4.5 mL, sat. solution) and thiophosgene (0.33 mL, 4.3 mmol) were added and the mixture stirred at room temperature for 1 h. Then, the organic layer was separated, dried over sodium sulfate and concentrated to afford 935 mg of 1-chloro-5-cyclopropyl-2-isothiocyanato-3-methylbenzene (3) which was used in the next step without further purification. The reactants are CNC1=NC=CC(=N1)C=1C(=NC=CC1)OC1=CC=C(C=C1)B1OC(C(O1)(C)C)(C)C (N-methyl-4-(2-(4-(4,4,5,5-tetramethyl-1,3,2-dioxaborolan-2-yl)phenoxy)pyridin-3-yl)pyrimidin-2-amine), OO (hydrogen peroxide), O (water). The solvent is CCO (EtOH), C(Cl)Cl (DCM). Run at time 1 hour. Product: CNC1=NC=CC(=N1)C=1C(=NC=CC1)OC1=CC=C(C=C1)O (4-(3-(2-(methylamino)pyrimidin-4-yl)pyridin-2-yloxy)phenol). Reaction SMILES: [CH3:1][NH:2][C:3]1[N:8]=[C:7]([C:9]2[C:10]([O:15][C:16]3[CH:21]=[CH:20][C:19](B4OC(C)(C)C(C)(C)O4)=[CH:18][CH:17]=3)=[N:11][CH:12]=[CH:13][CH:14]=2)[CH:6]=[CH:5][N:4]=1.[OH:31]O.O>CCO.C(Cl)Cl>[CH3:1][NH:2][C:3]1[N:8]=[C:7]([C:9]2[C:10]([O:15][C:16]3[CH:21]=[CH:20][C:19]([OH:31])=[CH:18][CH:17]=3)=[N:11][CH:12]=[CH:13][CH:14]=2)[CH:6]=[CH:5][N:4]=1. Procedure details: To a solution of N-methyl-4-(2-(4-(4,4,5,5-tetramethyl-1,3,2-dioxaborolan-2-yl)phenoxy)pyridin-3-yl)pyrimidin-2-amine (0.414 g, 1.02 mmol) in 2 mL EtOH at 0° C. was added hydrogen peroxide, 30 wt. % solution in water (0.984 ml, 10.2 mmol). The reaction was allowed to warm to ambient temperature. After 1 h, the reaction was diluted with DCM, and the layers were separated. The aqueous layer was extracted with 5%MeOH/DCM. The combined organics were dried over anhydrous sodium sulfate, filtered, and... The reactants are CC1N(CCN(C1)C1=C(C=NN1C)[N+](=O)[O-])C(=O)OC(C)(C)C (tert-butyl (±)-2-methyl-4-(1-methyl-4-nitro-1H-pyrazol-5-yl)piperazine-1-carboxylate), [NH4+].[Cl-] (NH4Cl). Reagents/catalysts: [Zn] (zinc). Run in CO (MeOH), O (H2O). Conditions: time 2 hour. The product is NC=1C=NN(C1N1CC(N(CC1)C(=O)OC(C)(C)C)C)C (tert-butyl (±)-4-(4-amino-1-methyl-1H-pyrazol-5-yl)-2-methylpiperazine-1-carboxylate). Isolated yield 142.9%. Reaction SMILES: [CH3:1][CH:2]1[CH2:7][N:6]([C:8]2[N:12]([CH3:13])[N:11]=[CH:10][C:9]=2[N+:14]([O-])=O)[CH2:5][CH2:4][N:3]1[C:17]([O:19][C:20]([CH3:23])([CH3:22])[CH3:21])=[O:18].[NH4+].[Cl-]>CO.O.[Zn]>[NH2:14][C:9]1[CH:10]=[N:11][N:12]([CH3:13])[C:8]=1[N:6]1[CH2:5][CH2:4][N:3]([C:17]([O:19][C:20]([CH3:22])([CH3:21])[CH3:23])=[O:18])[CH:2]([CH3:1])[CH2:7]1 |f:1.2|. Procedure: To a solution of tert-butyl (±)-2-methyl-4-(1-methyl-4-nitro-1H-pyrazol-5-yl)piperazine-1-carboxylate (500 mg, 1.54 mmol) in MeOH (20 mL) and H2O (5 mL) was added zinc (845 mg, 13 mmol) and NH4Cl (1.4 g, 26 mmol). The reaction mixture was stirred at ambient temperature for 2 hours and filtered through Celite. The filtrate was concentrated under reduced pressure to give a residue. The residue was purified by silica gel chromatography PE/EtOAc (10/1˜1/10) as eluting solvents to give tert-butyl (±)... Starting materials: C(CCCCC)NC1=C(C=NC2=CC=CC=C12)[N+](=O)[O-] (4-(n-hexyl)amino-3-nitroquinoline). Reagents/catalysts: [Pt] (platinum on charcoal). Solvent: C1(=CC=CC=C1)C (toluene). Run at time 1.5 hour. The product is NC=1C=NC2=CC=CC=C2C1NCCCCCC (3-amino-4-(n-hexyl)aminoquinoline). As a reaction SMILES: [CH2:1]([NH:7][C:8]1[C:17]2[C:12](=[CH:13][CH:14]=[CH:15][CH:16]=2)[N:11]=[CH:10][C:9]=1[N+:18]([O-])=O)[CH2:2][CH2:3][CH2:4][CH2:5][CH3:6]>C1(C)C=CC=CC=1.[Pt]>[NH2:18][C:9]1[CH:10]=[N:11][C:12]2[C:17]([C:8]=1[NH:7][CH2:1][CH2:2][CH2:3][CH2:4][CH2:5][CH3:6])=[CH:16][CH:15]=[CH:14][CH:13]=2. Reported procedure: To a solution of 22.5 g (0.0823 mole) of 4-(n-hexyl)amino-3-nitroquinoline in 300 ml of toluene was added about 1.0 g of 5% platinum on charcoal and the mixture was hydrogenated on a Paar apparatus for 1.5 hours. Filtration followed by evaporation in vacuo provided a residue of 3-amino-4-(n-hexyl)aminoquinoline as an orange solid. Thin layer chromatographic analysis of the product on silica gel, eluting with methanol, showed one spot at Rf =0.73 and a trace at Rf =0.35. Reactants: B, CC(C)(C)OC(=O)N1CC(O)CC1C(=O)O, C1CCOC1, C1CCOC1, C1CCOC1, O. The product is CC(C)(C)OC(=O)N1CC(O)CC1CO. RXN SMILES: [BH3:22].[C:1]([CH3:2])([CH3:3])([CH3:4])[O:5][C:6](=[O:7])[N:8]1[CH:9]([C:10](=[O:11])[OH:12])[CH2:13][CH:14]([OH:16])[CH2:15]1.[O:17]1[CH2:18][CH2:19][CH2:20][CH2:21]1.[O:23]1[CH2:24][CH2:25][CH2:26][CH2:27]1.[O:29]1[CH2:30][CH2:31][CH2:32][CH2:33]1.[OH2:28]>>[C:1]([CH3:2])([CH3:3])([CH3:4])[O:5][C:6](=[O:7])[N:8]1[CH:9]([CH2:10][OH:11])[CH2:13][CH:14]([OH:16])[CH2:15]1. The reactants are ClC1=CC(=CC=C1)C(=O)OO (m-chloroperbenzoic acid), C(CCC)OCCOC1=CC=C(C=C1)C=1C=CC2=C(C=C(CCN2CC(C)C)C(=O)NC2=CC=C(C=C2)SCCN2C=NC=C2)C1 (7-[4-(2-butoxyethoxy)phenyl]-N-[4-[[2-(imidazol-1-yl)ethyl]sulfanyl]phenyl]-1-isobutyl-2,3-dihydro-1-benzazepine-4-carboxamide), S(=S)(=O)([O-])[O-].[Na+].[Na+] (sodium thiosulfate). Run in C(Cl)Cl (methylene chloride), C(Cl)Cl (methylene chloride). Conditions: time 15 minute. Yields the product C(CCC)OCCOC1=CC=C(C=C1)C=1C=CC2=C(C=C(CCN2CC(C)C)C(=O)NC2=CC=C(C=C2)S(=O)CCN2C=NC=C2)C1 (7-[4-(2-butoxyethoxy)phenyl]-N-[4-[[2-(imidazol-1-yl)ethyl]sulfinyl]phenyl]-1-isobutyl-2,3-dihydro-1-benzazepine-4-carboxamide). Isolated yield 11.7%. Reaction SMILES: [CH2:1]([O:5][CH2:6][CH2:7][O:8][C:9]1[CH:14]=[CH:13][C:12]([C:15]2[CH:16]=[CH:17][C:18]3[N:24]([CH2:25][CH:26]([CH3:28])[CH3:27])[CH2:23][CH2:22][C:21]([C:29]([NH:31][C:32]4[CH:37]=[CH:36][C:35]([S:38][CH2:39][CH2:40][N:41]5[CH:45]=[CH:44][N:43]=[CH:42]5)=[CH:34][CH:33]=4)=[O:30])=[CH:20][C:19]=3[CH:46]=2)=[CH:11][CH:10]=1)[CH2:2][CH2:3][CH3:4].ClC1C=CC=C(C(OO)=[O:55])C=1.S([O-])([O-])(=O)=S.[Na+].[Na+]>C(Cl)Cl>[CH2:1]([O:5][CH2:6][CH2:7][O:8][C:9]1[CH:14]=[CH:13][C:12]([C:15]2[CH:16]=[CH:17][C:18]3[N:24]([CH2:25][CH:26]([CH3:27])[CH3:28])[CH2:23][CH2:22][C:21]([C:29]([NH:31][C:32]4[CH:33]=[CH:34][C:35]([S:38]([CH2:39][CH2:40][N:41]5[CH:45]=[CH:44][N:43]=[CH:42]5)=[O:55])=[CH:36][CH:37]=4)=[O:30])=[CH:20][C:19]=3[CH:46]=2)=[CH:11][CH:10]=1)[CH2:2][CH2:3][CH3:4] |f:2.3.4|. Reported procedure: 7-[4-(2-butoxyethoxy)phenyl]-N-[4-[[2-(imidazol-1-yl)ethyl]sulfanyl]phenyl]-1-isobutyl-2,3-dihydro-1-benzazepine-4-carboxamide (0.50 g) was dissolved in methylene chloride (15 ml), and a solution of m-chloroperbenzoic acid (0.20 g) in methylene chloride (10 ml) was added to the mixture at −78° C., and the mixture was stirred for 15 minutes. The reaction mixture was added to an aqueous solution of saturated sodium thiosulfate, and extracted with ethyl acetate. The organic layer was washed with sa... Starting materials: COC(CN(CC(=O)OC)C1=CC(=CC(=C1)OCCCCCCCCCCCCCCCCCC)O)=O (N-[3-hydroxy-5-(octadecyloxy)phenyl]-N-(2-methoxy-2-oxoethyl)glycine methyl ester), ClCCCCC1=CC2=CC(=C(C=C2C=C1)OCC1=CC=CC=C1)OCC1=CC=CC=C1 (2-(4-chlorobutyl)-6,7-bis(phenylmethoxy) naphthalene), C([O-])([O-])=O (carbonate), [I-].[Na+] (sodium iodide). Run in CC(=O)C (acetone), CN(C)C=O (DMF). Yields the product COC(CN(C1=CC(=CC(=C1)OCCCCC=1C=C2C=C(C(=CC2=CC1)OCC1=CC=CC=C1)OCC1=CC=CC=C1)OCCCCCCCCCCCCCCCCCC)CC(=O)OC)=O (N-(2 -methoxy-2oxoethyl)-N-[3-(octadecyloxy)-5-[4-[2,3-bis(phenylmethoxy)-6-naphthalenyl]butoxy]phenyl]glycine methyl ester). Isolated yield 49.3%. As a reaction SMILES: [CH3:1][O:2][C:3](=[O:37])[CH2:4][N:5]([C:11]1[CH:16]=[C:15]([O:17][CH2:18][CH2:19][CH2:20][CH2:21][CH2:22][CH2:23][CH2:24][CH2:25][CH2:26][CH2:27][CH2:28][CH2:29][CH2:30][CH2:31][CH2:32][CH2:33][CH2:34][CH3:35])[CH:14]=[C:13]([OH:36])[CH:12]=1)[CH2:6][C:7]([O:9][CH3:10])=[O:8].Cl[CH2:39][CH2:40][CH2:41][CH2:42][C:43]1[CH:52]=[CH:51][C:50]2[C:45](=[CH:46][C:47]([O:61][CH2:62][C:63]3[CH:68]=[CH:67][CH:66]=[CH:65][CH:64]=3)=[C:48]([O:53][CH2:54][C:55]3[CH:60]=[CH:59][CH:58]=[CH:57][CH:56]=3)[CH:49]=2)[CH:44]=1.C(=O)([O-])[O-].[I-].[Na+]>CC(C)=O.CN(C=O)C>[CH3:1][O:2][C:3](=[O:37])[CH2:4][N:5]([CH2:6][C:7]([O:9][CH3:10])=[O:8])[C:11]1[CH:12]=[C:13]([O:36][CH2:39][CH2:40][CH2:41][CH2:42][C:43]2[CH:44]=[C:45]3[C:50](=[CH:51][CH:52]=2)[CH:49]=[C:48]([O:53][CH2:54][C:55]2[CH:56]=[CH:57][CH:58]=[CH:59][CH:60]=2)[C:47]([O:61][CH2:62][C:63]2[CH:68]=[CH:67][CH:66]=[CH:65][CH:64]=2)=[CH:46]3)[CH:14]=[C:15]([O:17][CH2:18][CH2:19][CH2:20][CH2:21][CH2:22][CH2:23][CH2:24][CH2:25][CH2:26][CH2:27][CH2:28][CH2:29][CH2:30][CH2:31][CH2:32][CH2:33][CH2:34][CH3:35])[CH:16]=1 |f:3.4|. Reported procedure: A mixture of 1.5 g (2.88 mmol) of N-[3-hydroxy-5-(octadecyloxy)phenyl]-N-(2-methoxy-2-oxoethyl)glycine methyl ester, 1.24 g (2.88 mmol) of 2-(4-chlorobutyl)-6,7-bis(phenylmethoxy) naphthalene, 0.8 g (5.75 mmol) ofpotassium carbonate and 0.43 g (2.88 mmol) of sodium iodide in 50 ml of acetone and 10 ml of DMF was stirred at reflux under argon for 40 hours. The acetone was removed by distillation and 50 ml of DMF, 1.24 g of 2-(4-chlorobutyl)-6,7-bis(phenylmethoxy)naphthalene, 0.8 g of potassium ca... The reactants are Cc1ccccc1, CC(=O)c1ccc([N+](=O)[O-])c(Cl)c1, O, O, OCCO, Cc1ccc(S(=O)(=O)O)cc1. The product is CC1(c2ccc([N+](=O)[O-])c(Cl)c2)OCCO1. Reaction SMILES: [CH3:31][c:32]1[cH:33][cH:34][cH:35][cH:36][cH:37]1.[Cl:1][c:2]1[cH:3][c:4]([C:11]([CH3:12])=[O:13])[cH:5][cH:6][c:7]1[N+:8](=[O:9])[O-:10].[OH2:18].[OH2:30].[OH:14][CH2:15][CH2:16][OH:17].[c:19]1([CH3:20])[cH:21][cH:22][c:23]([S:24]([OH:25])(=[O:26])=[O:27])[cH:28][cH:29]1>>[Cl:1][c:2]1[cH:3][c:4]([C:11]2([CH3:12])[O:13][CH2:16][CH2:15][O:14]2)[cH:5][cH:6][c:7]1[N+:8](=[O:9])[O-:10]. The reactants are C12CC=CCC(CC1)C2=O (bicyclo[4.2.1]non-3-en-9-one), C(CO)O (ethyleneglycol). The reagents and catalysts are O.C1(=CC=C(C=C1)S(=O)(=O)O)C (p-toluenesulphonic acid monohydrate). Solvent: C1(=CC=CC=C1)C (toluene). The product is O1C2(OCC1)C1CC=CCC2CC1 (spiro[bicyclo[4.2.1]non-3-ene-9,2′-[1,3]dioxolane]). The yield is 99.7%. As a reaction SMILES: [CH:1]12[C:9](=[O:10])[CH:6]([CH2:7][CH2:8]1)[CH2:5][CH:4]=[CH:3][CH2:2]2.[CH2:11](O)[CH2:12][OH:13]>C1(C)C=CC=CC=1.O.C1(C)C=CC(S(O)(=O)=O)=CC=1>[O:10]1[CH2:11][CH2:12][O:13][C:9]21[CH:6]1[CH2:7][CH2:8][CH:1]2[CH2:2][CH:3]=[CH:4][CH2:5]1 |f:3.4|. Reported procedure: A mixture of bicyclo[4.2.1]non-3-en-9-one (10 g, 73 mmol), ethyleneglycol (12.3 ml, 220 mmol) and p-toluenesulphonic acid monohydrate (100 mg) in toluene (250 ml) was refluxed in a Dean-Stark apparatus for four hours. The reaction mixture was cooled to ambient temperature and sequentially washed with water (3×50 ml) and brine (100 ml). The organic extract was dried over MgSO4 and concentrated in vacuo, to afford spiro[bicyclo[4.2.1]non-3-ene-9,2′-[1,3]dioxolane] (13.12 g, 99.5%).